This data is from the Open Reaction Database (ORD), a public repository of structured organic reaction records. The task is: describe an organic reaction: reactants, conditions, products, and yield Starting materials: FC1(CC([C@H](C2=CC=C(C=C12)F)C(C)C)=O)F ((S)-4,4,6-Trifluoro-1-isopropyl-3,4-dihydronaphthalen-2(1H)-one), [2H]C1([C@]([C@H](C2=CC=C(C=C2C1([2H])[2H])F)C(C)C)(O)CC(=O)O)[2H] (2-((1S,2S)-3,3,4,4-Tetradeutero-6-fluoro-2-hydroxy-1-isopropyl-1,2,3,4-tetrahydronaphthalen-2-yl)acetic acid). Product: FC1(C[C@]([C@H](C2=CC=C(C=C12)F)C(C)C)(O)CC(=O)O)F (2-((1S,2R)-4,4,6-Trifluoro-2-hydroxy-1-isopropyl-1,2,3,4-tetrahydronaphthalen-2-yl)acetic acid). RXN SMILES: [F:1][C:2]1([F:17])[C:11]2[C:6](=[CH:7][CH:8]=[C:9]([F:12])[CH:10]=2)[C@H:5]([CH:13]([CH3:15])[CH3:14])[C:4](=[O:16])[CH2:3]1.[2H]C1([2H])C([2H])([2H])C2C(=CC=C(F)C=2)[C@H](C(C)C)[C@]1([CH2:36][C:37]([OH:39])=[O:38])O>>[F:17][C:2]1([F:1])[C:11]2[C:6](=[CH:7][CH:8]=[C:9]([F:12])[CH:10]=2)[C@H:5]([CH:13]([CH3:15])[CH3:14])[C@:4]([CH2:36][C:37]([OH:39])=[O:38])([OH:16])[CH2:3]1. Procedure details: Carboxylic acid 15c is prepared from 12b in a manner analogous to that of Example 1, step 2 for acid 15b. Starting materials: CC1=C(C=CC(=C1)C)N1CCN(CC1)C=1C=C(C=CC1)C1NC2=CC=C(C=C2C(C1)(C)C)C(=O)O (2-{3-[4-(2,4-dimethyl-phenyl)-piperazin-1-yl]-phenyl}-4,4-dimethyl-1,2,3,4-tetrahydro-quinoline-6-carboxylic acid), 1-3-dimethylaminopropyl-3-ethylcarbodiimide hydrochloride, CS(=O)(=O)N (methane sulfonamide). Reagents/catalysts: CN(C1=CC=NC=C1)C (4-dimethylaminopyridine). Solvent: ClCCl (dichloromethane). Yields the product CC1=C(C=CC(=C1)C)N1CCN(CC1)C=1C=C(C=CC1)C1NC2=CC=C(C=C2C(C1)(C)C)C(=O)NS(=O)(=O)C (N-(2-{3-[4-(2,4-dimethyl-phenyl)-piperazin-1-yl]-phenyl}-4,4-dimethyl-1,2,3,4-tetrahydro-quinoline-6-carbonyl)-methanesulfonamide). Isolated yield 20.0%. As a reaction SMILES: [CH3:1][C:2]1[CH:7]=[C:6]([CH3:8])[CH:5]=[CH:4][C:3]=1[N:9]1[CH2:14][CH2:13][N:12]([C:15]2[CH:16]=[C:17]([CH:21]3[CH2:30][C:29]([CH3:32])([CH3:31])[C:28]4[C:23](=[CH:24][CH:25]=[C:26]([C:33]([OH:35])=O)[CH:27]=4)[NH:22]3)[CH:18]=[CH:19][CH:20]=2)[CH2:11][CH2:10]1.[CH3:36][S:37]([NH2:40])(=[O:39])=[O:38]>CN(C)C1C=CN=CC=1.ClCCl>[CH3:1][C:2]1[CH:7]=[C:6]([CH3:8])[CH:5]=[CH:4][C:3]=1[N:9]1[CH2:14][CH2:13][N:12]([C:15]2[CH:16]=[C:17]([CH:21]3[CH2:30][C:29]([CH3:31])([CH3:32])[C:28]4[C:23](=[CH:24][CH:25]=[C:26]([C:33]([NH:40][S:37]([CH3:36])(=[O:39])=[O:38])=[O:35])[CH:27]=4)[NH:22]3)[CH:18]=[CH:19][CH:20]=2)[CH2:11][CH2:10]1. Procedure: A mixture of 2-{3-[4-(2,4-dimethyl-phenyl)-piperazin-1-yl]-phenyl}-4,4-dimethyl-1,2,3,4-tetrahydro-quinoline-6-carboxylic acid (100 mg, 0.21 mmol), 1-3-dimethylaminopropyl-3-ethylcarbodiimide hydrochloride (60 mg, 0.31 mmol), 4-dimethylaminopyridine (38 mg, 0.31 mmol), methane sulfonamide (60 mg, 0.63 mmol) in dichloromethane (10 mL) was refluxed for 12 h. Removal of the solvent to afford the oil residue. Purification by Waters automated flash system (column: Xterra 30 mm×100 mm, sample manager ... Reactants: CCOC(=O)CC(C)O[Si](C)(C)C(C)(C)C, CC(C)C[Al+]CC(C)C, CO, ClCCl, [H-]. The product is CC(CCO)O[Si](C)(C)C(C)(C)C. Reaction SMILES: [C:1]([CH3:2])([CH3:3])([CH3:4])[Si:5]([O:6][CH:7]([CH2:8][C:9](=[O:10])[O:11][CH2:12][CH3:13])[CH3:14])([CH3:15])[CH3:16].[CH2:18]([Al+:19][CH2:20][CH:21]([CH3:22])[CH3:23])[CH:24]([CH3:25])[CH3:26].[CH3:27][OH:28].[Cl:29][CH2:30][Cl:31].[H-:17]>>[C:1]([CH3:2])([CH3:3])([CH3:4])[Si:5]([O:6][CH:7]([CH2:8][CH2:9][OH:10])[CH3:14])([CH3:15])[CH3:16]. Starting materials: BrC(C(=O)NC1=C(C=CC(=C1)OC)O)C1=CC=CC=C1 (2-Bromo-N-(2-hydroxy-5-methoxyphenyl)-2-phenylacetamide), CN(C=O)C (dimethylformamide), C([O-])([O-])=O.[K+].[K+] (potassium carbonate). The solvent is O (water). Conditions: time 2.5 hour. Yields the product COC=1C=CC2=C(NC(C(O2)C2=CC=CC=C2)=O)C1 (6-Methoxy-2-phenyl-2H-1,4-benzoxazin-3(4H)-one). Reaction SMILES: Br[CH:2]([C:15]1[CH:20]=[CH:19][CH:18]=[CH:17][CH:16]=1)[C:3]([NH:5][C:6]1[CH:11]=[C:10]([O:12][CH3:13])[CH:9]=[CH:8][C:7]=1[OH:14])=[O:4].CN(C)C=O.C(=O)([O-])[O-].[K+].[K+]>O>[CH3:13][O:12][C:10]1[CH:9]=[CH:8][C:7]2[O:14][CH:2]([C:15]3[CH:20]=[CH:19][CH:18]=[CH:17][CH:16]=3)[C:3](=[O:4])[NH:5][C:6]=2[CH:11]=1 |f:2.3.4|. Reported procedure: The compound obtained in Step A (5 g; 14.87 mmol) is dissolved in 15 ml of dimethylformamide (1 ml/1 mmol), and then potassium carbonate (1.5 eq.; 22.31 mmol; 3.08 g) is added. The solution is stirred at ambient temperature for 2.5 hours, and then 60 ml of water are added and a precipitate is formed. After one night in a refrigerator, the solid is filtered through fritted glass, rinsed with water, and dried under a dynamic vacuum under P2O5 to yield the title product, which is used in the subseq... Reactants: OC=1C=2N(C3=C(N1)C(=NN3C)C)N=CC2C(=O)OCC (5-hydroxy-1,3-dimethyl-1H-dipyrazolo-[1,5-a:4',3'-e]pyrazine-6-carboxylic acid, ethyl ester), Cl (hydrochloric acid). The product is OC=1C=2N(C3=C(N1)C(=NN3C)C)N=CC2C(=O)O (5-hydroxy-1,3-dimethyl-1H-dipyrazolo[1,5-a:4',3'-e]pyrazine-6-carboxylic acid). As a reaction SMILES: [OH:1][C:2]1[C:3]2[N:4]([N:13]=[CH:14][C:15]=2[C:16]([O:18]CC)=[O:17])[C:5]2[N:10]([CH3:11])[N:9]=[C:8]([CH3:12])[C:6]=2[N:7]=1.Cl>>[OH:1][C:2]1[C:3]2[N:4]([N:13]=[CH:14][C:15]=2[C:16]([OH:18])=[O:17])[C:5]2[N:10]([CH3:11])[N:9]=[C:8]([CH3:12])[C:6]=2[N:7]=1. Procedure: 2.75 gms. of 5-hydroxy-1,3-dimethyl-1H-dipyrazolo-[1,5-a:4',3'-e]pyrazine-6-carboxylic acid, ethyl ester are suspended in 20 ml. of concentrated hydrochloric acid. On warming, a clear solution results from which the product, 5-hydroxy-1,3-dimethyl-1H-dipyrazolo[1,5-a:4',3'-e]pyrazine-6-carboxylic acid, precipitates after 40 minutes as a crystal-like mass. The product is purified by dissolving the precipitate in concentrated ammonia solution, treating with charcoal, reprecipitating with hydrochlo... The reactants are CCC(=O)CC(=O)OC, NOCc1ccccc1, CC(=O)[O-], CO, Cl, [K+], O. Yields the product CCC(CC(=O)OC)=NOCc1ccccc1. Reaction SMILES: [C:1]([CH2:2][CH3:3])(=[O:4])[CH2:5][C:6](=[O:7])[O:8][CH3:9].[CH2:11]([c:12]1[cH:13][cH:14][cH:15][cH:16][cH:17]1)[O:18][NH2:19].[CH3:21][C:22](=[O:23])[O-:24].[CH3:25][OH:26].[ClH:10].[K+:20].[OH2:27]>>[C:1]([CH2:2][CH3:3])([CH2:5][C:6](=[O:7])[O:8][CH3:9])=[N:19][O:18][CH2:11][c:12]1[cH:13][cH:14][cH:15][cH:16][cH:17]1. Reactants: Cl[Pt](Cl)(C1=CC=CC1)C1=CC=CC1, C=CCCCCOc1ccc(C(=O)Oc2ccc(OCCCCCCCC)cc2)cc1, C[SiH](C)O[Si](C)(C)C, Cc1ccccc1. Yields the product CCCCCCCCOc1ccc(OC(=O)c2ccc(OCCCCCC[Si](C)(C)O[Si](C)(C)C)cc2)cc1. RXN SMILES: [C:47]1([Pt:48]([Cl:49])([Cl:50])[C:51]2=[CH:55][CH:54]=[CH:53][CH2:52]2)=[CH:59][CH:58]=[CH:57][CH2:56]1.[CH2:1]([CH2:2][CH2:3][CH2:4][CH:5]=[CH2:6])[O:7][c:8]1[cH:9][cH:10][c:11]([C:12](=[O:13])[O:14][c:15]2[cH:16][cH:17][c:18]([O:21][CH2:22][CH2:23][CH2:24][CH2:25][CH2:26][CH2:27][CH2:28][CH3:29])[cH:19][cH:20]2)[cH:30][cH:31]1.[CH3:32][SiH:33]([O:34][Si:35]([CH3:36])([CH3:37])[CH3:38])[CH3:39].[CH3:40][c:41]1[cH:42][cH:43][cH:44][cH:45][cH:46]1>>[CH2:1]([CH2:2][CH2:3][CH2:4][CH2:5][CH2:6][Si:33]([CH3:32])([O:34][Si:35]([CH3:36])([CH3:37])[CH3:38])[CH3:39])[O:7][c:8]1[cH:9][cH:10][c:11]([C:12](=[O:13])[O:14][c:15]2[cH:16][cH:17][c:18]([O:21][CH2:22][CH2:23][CH2:24][CH2:25][CH2:26][CH2:27][CH2:28][CH3:29])[cH:19][cH:20]2)[cH:30][cH:31]1.